From a dataset of the Open Reaction Database (ORD), a public repository of structured organic reaction records. describe an organic reaction: reactants, conditions, products, and yield The reactants are C[C@H](CCC=C)O[C@H]([C@@H](C(=O)N1[C@@H](C[C@H](C1)O)C(N[C@]1([C@@H](C1)C=C)C(NS(=O)(=O)C1(CC1)C)=O)=O)NC(OC(C)(C)C)=O)CC (tert-butyl ((2S,3S)-3-((R)-hex-5-en-2-yloxy)-1-((2S,4R)-4-hydroxy-2-(((1R,2S)-1-(((1-methylcyclopropyl)sulfonyl)carbamoyl)-2-vinylcyclopropyl)carbamoyl)pyrrolidin-1-yl)-1-oxopentan-2-yl)carbamate), material. Reagents/catalysts: CC1=C(C(=CC(=C1)C)C)N1C(N(CC1)C1=C(C=C(C=C1C)C)C)=[Ru](=CC1=C(C=CC=C1)OC(C)C)(Cl)Cl ((1,3-Bis-(2,4,6-trimethylphenyl)-2-imidazolidinylidene)dichloro(o-isopropoxyphenylmethylene)ruthenium). Run in ClCCCl (DCE). Reaction conditions: temperature 80 celsius, time 2 hour. Yields the product C(C)[C@@H]1O[C@@H](CC\C=C/[C@H]2[C@](NC([C@H]3N(C([C@H]1NC(OC(C)(C)C)=O)=O)C[C@@H](C3)O)=O)(C2)C(NS(=O)(=O)C2(CC2)C)=O)C (tert-butyl ((2R,6S,7S,9R,13aS,14aR,16aS,Z)-7-ethyl-2-hydroxy-9-methyl-14a-(((1-methylcyclopropyl)sulfonyl)carbamoyl)-5,16-dioxo-2,3,5,6,7,9,10,11,13a,14,14a,15,16,16a-tetradecahydro-1H-cyclopropa[i]pyrrolo[1,2-e][1,5,8]oxadiazacyclopentadecin-6-yl)carbamate). Reaction SMILES: [CH3:1][C@@H:2]([O:7][C@@H:8]([CH2:44][CH3:45])[C@H:9]([NH:36][C:37](=[O:43])[O:38][C:39]([CH3:42])([CH3:41])[CH3:40])[C:10]([N:12]1[CH2:16][C@H:15]([OH:17])[CH2:14][C@H:13]1[C:18](=[O:35])[NH:19][C@:20]1([C:25](=[O:34])[NH:26][S:27]([C:30]2([CH3:33])[CH2:32][CH2:31]2)(=[O:29])=[O:28])[CH2:22][C@H:21]1C=C)=[O:11])[CH2:3][CH2:4][CH:5]=[CH2:6]>CC1C=C(C)C=C(C)C=1N1CCN(C2C(C)=CC(C)=CC=2C)C1=[Ru](Cl)(Cl)=CC1C=CC=CC=1OC(C)C.ClCCCl>[CH2:44]([C@H:8]1[C@H:9]([NH:36][C:37](=[O:43])[O:38][C:39]([CH3:40])([CH3:42])[CH3:41])[C:10](=[O:11])[N:12]2[CH2:16][C@H:15]([OH:17])[CH2:14][C@H:13]2[C:18](=[O:35])[NH:19][C@:20]2([C:25](=[O:34])[NH:26][S:27]([C:30]3([CH3:33])[CH2:31][CH2:32]3)(=[O:29])=[O:28])[CH2:21][C@H:22]2[CH:6]=[CH:5][CH2:4][CH2:3][C@@H:2]([CH3:1])[O:7]1)[CH3:45]. Procedure details: To a round-bottom flask equipped with a stir bar was added tert-butyl ((2S,3S)-3-((R)-hex-5-en-2-yloxy)-1-((2S,4R)-4-hydroxy-2-(((1R,2S)-1-(((1-methylcyclopropyl)sulfonyl)carbamoyl)-2-vinylcyclopropyl)carbamoyl)pyrrolidin-1-yl)-1-oxopentan-2-yl)carbamate (all material from step 4, 569 mg, 0.869 mmol) and DCE (100 mL). The solution was sparged with nitrogen for 30 min. and then to the solution was added (1,3-Bis-(2,4,6-trimethylphenyl)-2-imidazolidinylidene)dichloro(o-isopropoxyphenylmethylene)ru... The yield is 80.0%. Starting materials: 7-amino, SC=1C=C(C=2N(N1)N=NN2)C(=O)N (6-mercapto-8-aminocarbonyl-tetrazolo[1,5-b]pyridazine), C([O-])(O)=O.[Na+] (sodium bicarbonate), CC(=O)OCC1=C(N2[C@@H]([C@@H](C2=O)N)SC1)C(=O)O (7-ACA). Yields the product NC1[C@@H]2N(C(=C(CS2)CSC=2C=C(C=3N(N2)N=NN3)C(=O)N)C(=O)O)C1=O (7-amino-3-[(8-aminocarbonyl-6-tetrazolo[1,5-b]pyridazinyl)-thiomethyl]-3-cephem-4-carboxylic acid). Procedure details: To a hot solution (50°-55° C.) of 6-mercapto-8-aminocarbonyl-tetrazolo[1,5-b]pyridazine (2 g; 0.010 mole) and 2.8 g of sodium bicarbonate in 90 ml of buffer phosphate (pH 6.4), 7-ACA (4.6 g; 0.017 mole) was added portionwise and the mixture was heated at 60° C. for 4 hours. After cooling at 10° C. the precipitated 7-amino-3-[(8-aminocarbonyl-6-tetrazolo[1,5-b]pyridazinyl-thiomethyl]-3-cephem-4-carboxylic acid was collected by filtration. The solid was suspended in 150 ml of Me2CO:H2O (1:2), stir... Reaction SMILES: [SH:1][C:2]1[CH:3]=[C:4]([C:11]([NH2:13])=[O:12])[C:5]2[N:6]([N:8]=[N:9][N:10]=2)[N:7]=1.C(=O)(O)[O-].[Na+].CC(O[CH2:23][C:24]1[CH2:33][S:32][C@@H:27]2[C@H:28]([NH2:31])[C:29](=[O:30])[N:26]2[C:25]=1[C:34]([OH:36])=[O:35])=O>P([O-])([O-])([O-])=O>[NH2:31][CH:28]1[C:29](=[O:30])[N:26]2[C:25]([C:34]([OH:36])=[O:35])=[C:24]([CH2:23][S:1][C:2]3[CH:3]=[C:4]([C:11]([NH2:13])=[O:12])[C:5]4[N:6]([N:8]=[N:9][N:10]=4)[N:7]=3)[CH2:33][S:32][C@H:27]12 |f:1.2|. Reaction conditions: temperature 60 celsius, time 30 minute. The solvent is P(=O)([O-])([O-])[O-] (phosphate). Starting materials: CCOC(=O)c1sc2ccncc2c1Nc1ccc(Br)cc1F, C1CCOC1, CC1(C)OCC(CON)O1, CCN=C=NCCCN(C)C, CCOC(C)=O, CO, CCN(C(C)C)C(C)C, [Na+], [OH-], On1nnc2ccccc21. Product: CC1(C)OCC(CONC(=O)c2sc3ccncc3c2Nc2ccc(Br)cc2F)O1. As a reaction SMILES: [CH2:1]([O:2][C:4](=[O:5])[c:6]1[c:7]([NH:15][c:16]2[c:17]([F:23])[cH:18][c:19]([Br:22])[cH:20][cH:21]2)[c:8]2[cH:9][n:10][cH:11][cH:12][c:13]2[s:14]1)[CH3:3].[CH2:66]1[O:67][CH2:68][CH2:69][CH2:70]1.[CH3:26][C:27]1([CH3:35])[O:28][CH2:29][CH:30]([CH2:32][O:33][NH2:34])[O:31]1.[CH3:36][CH2:37][N:38]=[C:39]=[N:40][CH2:41][CH2:42][CH2:43][N:44]([CH3:45])[CH3:46].[CH3:71][CH2:72][O:73][C:74](=[O:75])[CH3:76].[CH3:77][OH:78].[CH:57]([N:58]([CH2:59][CH3:60])[CH:61]([CH3:62])[CH3:63])([CH3:64])[CH3:65].[Na+:25].[OH-:24].[OH:47][n:48]1[c:49]2[c:50]([cH:51][cH:52][cH:53][cH:54]2)[n:55][n:56]1>>[C:4](=[O:5])([c:6]1[c:7]([NH:15][c:16]2[c:17]([F:23])[cH:18][c:19]([Br:22])[cH:20][cH:21]2)[c:8]2[cH:9][n:10][cH:11][cH:12][c:13]2[s:14]1)[NH:34][O:33][CH2:32][CH:30]1[CH2:29][O:28][C:27]([CH3:26])([CH3:35])[O:31]1. Starting materials: Cn1c(=O)[nH]c2c(c1=O)CN(Cc1ccccc1)CC2, CC(=O)O, O. Product: Cn1c(=O)[nH]c2c(c1=O)CNCC2. Reaction SMILES: [CH2:1]([c:2]1[cH:3][cH:4][cH:5][cH:6][cH:7]1)[N:8]1[CH2:9][c:10]2[c:11]([nH:12][c:13](=[O:18])[n:14]([CH3:17])[c:15]2=[O:16])[CH2:19][CH2:20]1.[CH3:21][C:22](=[O:23])[OH:24].[OH2:25]>>[NH:8]1[CH2:9][c:10]2[c:11]([nH:12][c:13](=[O:18])[n:14]([CH3:17])[c:15]2=[O:16])[CH2:19][CH2:20]1. Starting materials: ClC=1N=C(SC1C=C1C(C2=CC=CC=C2C1=O)=O)\N=N\C1=CC=C(C=C1)N(CC)CC (2-[(4-chloro-2-{(E)-[4-(diethylamino)phenyl]diazenyl}-1,3-thiazol-5-yl)methylene]-1H-indene-1,3(2H)-dione), CN1CCNCC1 (1-methylpiperazine). Solvent: O1CCCC1 (tetrahydrofurane). Reaction conditions: time 5 hour. Yields the product C(C)N(C1=CC=C(C=C1)/N=N/C=1SC(=C(N1)N1CCN(CC1)C)C=C1C(C2=CC=CC=C2C1=O)=O)CC (2-{[2-{(E)-[4-(diethylamino)phenyl]diazenyl}-4-(4-methyl-1-piperazinyl)-1,3-thiazol-5-yl]methylene}-1H-indene-1,3(2H)-dione). RXN SMILES: Cl[C:2]1[N:3]=[C:4](/[N:19]=[N:20]/[C:21]2[CH:26]=[CH:25][C:24]([N:27]([CH2:30][CH3:31])[CH2:28][CH3:29])=[CH:23][CH:22]=2)[S:5][C:6]=1[CH:7]=[C:8]1[C:16](=[O:17])[C:15]2[C:10](=[CH:11][CH:12]=[CH:13][CH:14]=2)[C:9]1=[O:18].[CH3:32][N:33]1[CH2:38][CH2:37][NH:36][CH2:35][CH2:34]1>O1CCCC1>[CH2:28]([N:27]([CH2:30][CH3:31])[C:24]1[CH:25]=[CH:26][C:21](/[N:20]=[N:19]/[C:4]2[S:5][C:6]([CH:7]=[C:8]3[C:16](=[O:17])[C:15]4[C:10](=[CH:11][CH:12]=[CH:13][CH:14]=4)[C:9]3=[O:18])=[C:2]([N:36]3[CH2:37][CH2:38][N:33]([CH3:32])[CH2:34][CH2:35]3)[N:3]=2)=[CH:22][CH:23]=1)[CH3:29]. Reported procedure: 1.00 g (2.20 mmol) 2-[(4-chloro-2-{(E)-[4-(diethylamino)phenyl]diazenyl}-1,3-thiazol-5-yl)methylene]-1H-indene-1,3(2H)-dione and 0.30 g (2.70 mmol) 1-methylpiperazine were dissolved in 40 ml tetrahydrofurane (THF) and heated under stirring for 5 hours when thin layer chromatography (TLC) analysis indicated complete consumption of the starting material. After cooling to room temperature the formed precipitate was filtered off, washed with THF and dried in vacuum at 40° C. to obtain a dark green p...